Dataset: the Open Reaction Database (ORD), a public repository of structured organic reaction records. Task: describe an organic reaction: reactants, conditions, products, and yield Product: COC(=O)c1ccc(OCc2ccccc2)c(Cl)c1. Reaction SMILES: [Br:13][CH2:14][c:15]1[cH:16][cH:17][cH:18][cH:19][cH:20]1.[C:21](=[O:22])([O-:23])[O-:24].[CH3:1][O:2][C:3]([c:4]1[cH:5][c:6]([Cl:11])[c:7]([OH:10])[cH:8][cH:9]1)=[O:12].[CH3:27][N:28]([CH3:29])[CH:30]=[O:31].[K+:25].[K+:26]>>[CH3:1][O:2][C:3]([c:4]1[cH:5][c:6]([Cl:11])[c:7]([O:10][CH2:14][c:15]2[cH:16][cH:17][cH:18][cH:19][cH:20]2)[cH:8][cH:9]1)=[O:12]. Reactants: BrCc1ccccc1, O=C([O-])[O-], COC(=O)c1ccc(O)c(Cl)c1, CN(C)C=O, [K+], [K+]. Run in CS(=O)C (dimethylsulphoxide), CS(=O)C (dimethylsulphoxide), CS(=O)C (dimethylsulphoxide). Reaction conditions: time 30 minute. As a reaction SMILES: CC(C)([O-])C.[K+].[OH:7][N:8]=[C:9]([C:13]1[O:14][CH:15]=[CH:16][CH:17]=1)[C:10]([OH:12])=[O:11].Cl[CH2:19][C:20]([NH2:22])=[O:21]>CS(C)=O>[NH2:22][C:20]([CH2:19][O:7][N:8]=[C:9]([C:13]1[O:14][CH:15]=[CH:16][CH:17]=1)[C:10]([OH:12])=[O:11])=[O:21] |f:0.1|. Product: NC(=O)CON=C(C(=O)O)C=1OC=CC1 (2-Aminocarbonylmethoxyimino-2-(fur-2-yl)acetic acid). Yield: 24.0%. Procedure details: To a solution of potassium t-butoxide (2.24 g) in dimethylsulphoxide (10 ml) was added a solution of 2-hydroxyimino-2-(fur-2-yl)acetic acid (syn isomer) (1.551 g) in dimethylsulphoxide (10 ml). The mixture was stirred for 30 minutes and a solution of chloroacetamide (0.935 g) in dimethylsulphoxide (10 ml) was added. The mixture was stirred for a further 2 hours, when a clear solution had formed. This solution was poured into ice-water (50 ml) and the mixture was extracted with ethyl acetate. The... Reactants: ClCC(=O)N (chloroacetamide), CC(C)([O-])C.[K+] (potassium t-butoxide), ON=C(C(=O)O)C=1OC=CC1 (2-hydroxyimino-2-(fur-2-yl)acetic acid), ice water. Reactants: C(C)(C)(C)OC(=O)N1C=CC2=CC(=CC=C12)C(=O)C1(N(CCC1)C(=O)OC(C)(C)C)CCC (5-(1-tert-butoxycarbonyl-2-propyl-pyrrolidine-2-carbonyl)-indole-1-carboxylic acid tert-butyl ester), C(=O)(C(F)(F)F)O (TFA). Solvent: C(Cl)Cl (DCM). Yields the product N1C=CC2=CC(=CC=C12)C(=O)C1(NCCC1)CCC ((1H-indol-5-yl)-(2-propyl-pyrrolidin-2-yl)-methanone). Yield: 71.6%. As a reaction SMILES: C(OC([N:8]1[C:16]2[C:11](=[CH:12][C:13]([C:17]([C:19]3([CH2:31][CH2:32][CH3:33])[CH2:23][CH2:22][CH2:21][N:20]3C(OC(C)(C)C)=O)=[O:18])=[CH:14][CH:15]=2)[CH:10]=[CH:9]1)=O)(C)(C)C.C(O)(C(F)(F)F)=O>C(Cl)Cl>[NH:8]1[C:16]2[C:11](=[CH:12][C:13]([C:17]([C:19]3([CH2:31][CH2:32][CH3:33])[CH2:23][CH2:22][CH2:21][NH:20]3)=[O:18])=[CH:14][CH:15]=2)[CH:10]=[CH:9]1. Reported procedure: To a stirred solution of 5-(1-tert-butoxycarbonyl-2-propyl-pyrrolidine-2-carbonyl)-indole-1-carboxylic acid tert-butyl ester (0.132 g, 0.289 mmol) in DCM (3 mL) at 20° C. under nitrogen was added TFA (1 mL). After 14 hours the reaction mixture was quenched with saturated aqueous NaHCO3 and extracted with DCM. The combined organic phases were concentrated in vacuo then purified by chromatography (silica, 0 to 30% MeOH in DCM) to furnish (1H-indol-5-yl)-(2-propyl-pyrrolidin-2-yl)-methanone (0.053 ... Starting materials: C(#N)CN1C2=C(CCC3=C1C=CC=C3)C=C(C=C2)C=O (5-Cyanomethyl-2-formyl-10,11-dihydro-5H-dibenz [b,f]azepine), Cl.COC([C@@H](N)C(C)C)=O (valine methylester hydrochloride), C1CCOC1 (THF), C(#N)[BH3-].[Na+] (sodium cyanoborohydride). Solvent: CO (methanol). Reaction conditions: time 2 day. Product: C(#N)CN1C2=C(CCC3=C1C=CC=C3)C=C(C=C2)CN[C@@H](C(C)C)C(=O)O (N-[(5-Cyanomethyl-10,11-dihydro-5H-dibenz[b,f]azepin-2-yl)methyl]valine). Isolated yield 86.6%. Reaction SMILES: [C:1]([CH2:3][N:4]1[C:10]2[CH:11]=[CH:12][CH:13]=[CH:14][C:9]=2[CH2:8][CH2:7][C:6]2[CH:15]=[C:16]([CH:19]=O)[CH:17]=[CH:18][C:5]1=2)#[N:2].Cl.C[O:23][C:24](=[O:30])[C@H:25]([CH:27]([CH3:29])[CH3:28])[NH2:26].C1COCC1.C([BH3-])#N.[Na+]>CO>[C:1]([CH2:3][N:4]1[C:10]2[CH:11]=[CH:12][CH:13]=[CH:14][C:9]=2[CH2:8][CH2:7][C:6]2[CH:15]=[C:16]([CH2:19][NH:26][C@H:25]([C:24]([OH:23])=[O:30])[CH:27]([CH3:29])[CH3:28])[CH:17]=[CH:18][C:5]1=2)#[N:2] |f:1.2,4.5|. Reported procedure: A mixture of 1.0 g of Compound 40-a, 0.7 g of valine methylester hydrochloride, 0.5 g of molecular sieves and 15 ml of THF was stirred at room temperature for 2 days. After ice cooling, 3 ml of methanol and subsequently 0.4 g of sodium cyanoborohydride were added to the mixture. After the mixture was stirred overnight, insoluble matters were filtered off, and the filtrate was concentrated. The residue was diluted with dichloromethane, washed with a saturated aqueous solution of sodium chloride, ... The reactants are ClCCl, COC(=O)c1ccc(CC(=O)O)cc1, CN(C)c1ccncc1, Nc1cccc(C=Cc2nc(C3CCC3)cs2)c1. Product: COC(=O)c1ccc(CC(=O)Nc2cccc(C=Cc3nc(C4CCC4)cs3)c2)cc1. Reaction SMILES: [CH2:42]([Cl:43])[Cl:44].[CH3:1][O:2][C:3]([c:4]1[cH:5][cH:6][c:7]([CH2:10][C:11](=[O:12])[OH:13])[cH:8][cH:9]1)=[O:14].[CH3:33][N:34]([CH3:35])[c:36]1[cH:37][cH:38][n:39][cH:40][cH:41]1.[CH:15]1([c:19]2[n:20][c:21]([CH:24]=[CH:25][c:26]3[cH:27][c:28]([NH2:32])[cH:29][cH:30][cH:31]3)[s:22][cH:23]2)[CH2:16][CH2:17][CH2:18]1>>[CH3:1][O:2][C:3]([c:4]1[cH:5][cH:6][c:7]([CH2:10][C:11](=[O:13])[NH:32][c:28]2[cH:27][c:26]([CH:25]=[CH:24][c:21]3[n:20][c:19]([CH:15]4[CH2:16][CH2:17][CH2:18]4)[cH:23][s:22]3)[cH:31][cH:30][cH:29]2)[cH:8][cH:9]1)=[O:14]. Reactants: C(C1=CC=CC=C1)N1CCN(CC1)CC(=O)OCC (Ethyl 4-benzylpiperazineacetate), Cl (hydrochloric acid). Reaction conditions: time 1 day. The product is Cl.Cl.C(C1=CC=CC=C1)N1CCN(CC1)CC(=O)O (4-benzylpiperazineacetic acid dihydrochloride). The yield is 77.4%. RXN SMILES: [CH2:1]([N:8]1[CH2:13][CH2:12][N:11]([CH2:14][C:15]([O:17]CC)=[O:16])[CH2:10][CH2:9]1)[C:2]1[CH:7]=[CH:6][CH:5]=[CH:4][CH:3]=1.[ClH:20]>>[ClH:20].[ClH:20].[CH2:1]([N:8]1[CH2:9][CH2:10][N:11]([CH2:14][C:15]([OH:17])=[O:16])[CH2:12][CH2:13]1)[C:2]1[CH:7]=[CH:6][CH:5]=[CH:4][CH:3]=1 |f:2.3.4|. Procedure: Ethyl 4-benzylpiperazineacetate (2.38 g, 9.0 mmol) was added to 3M hydrochloric acid solution(12 ml), refluxed for 2 hours, stirred for 1 day at a room temperature, and then concentrated under reduced pressure. The resulting residue was dissolved in methanol and reconcentrated. The resulting solid was suspended in ethyl ether, filtered and dried under a reduced pressure to give 2.14 g of the titled compound. (Yield 77.4%) Procedure details: Deprotection of 2-(3-(3-(2-hydroxyhexan-2-yl)phenyl)propyl)isoindoline-1,3-dione followed by flash chromatography (0-10% (7N NH3/MeOH)/ethyl acetate gradient), gave Example 120 a colorless oil. Yield (0.157 g, 90%): 1H NMR (400 MHz, CDCl3) δ 7.20-7.27 (m, 3H), 7.03-7.07 (m, 1H), 2.73 (t, J=7.2 Hz, 2H), 2.66 (t, J=8.0 Hz, 2H), 1.70-1.84 (m, 4H), 1.53 (s, 3H), 1.42 (brs, 3H), 1.18-1.30 (m, 3H), 1.06-1.16 (m, 1H), 0.84 (t, J=7.2 Hz, 3H). ESI MS m/z 236.2 [m+H]+, 218.2 [m+H−H2O]. Reaction SMILES: [OH:1][C:2]([C:8]1[CH:9]=[C:10]([CH2:14][CH2:15][CH2:16][N:17]2C(=O)C3C(=CC=CC=3)C2=O)[CH:11]=[CH:12][CH:13]=1)([CH2:4][CH2:5][CH2:6][CH3:7])[CH3:3].N.CO>C(OCC)(=O)C>[NH2:17][CH2:16][CH2:15][CH2:14][C:10]1[CH:9]=[C:8]([C:2]([OH:1])([CH2:4][CH2:5][CH2:6][CH3:7])[CH3:3])[CH:13]=[CH:12][CH:11]=1 |f:1.2|. Solvent: C(C)(=O)OCC (ethyl acetate). Product: NCCCC=1C=C(C=CC1)C(C)(CCCC)O (2-(3-(3-aminopropyl)phenyl)hexan-2-ol). Reactants: OC(C)(CCCC)C=1C=C(C=CC1)CCCN1C(C2=CC=CC=C2C1=O)=O (2-(3-(3-(2-hydroxyhexan-2-yl)phenyl)propyl)isoindoline-1,3-dione), N.CO (NH3 MeOH).